This data is from the Open Reaction Database (ORD), a public repository of structured organic reaction records. The task is: describe an organic reaction: reactants, conditions, products, and yield Starting materials: COC(CN(C1=CC(=CC(=C1)OCCCCCCCCCC)OCCCCCCCCCC)CC(=O)OC)=O (N-(2-methoxy-2-oxoethyl)-N-[3,5-bis(decyloxy)phenyl]glycine methyl ester), [OH-].[Na+] (NaOH). Run in CO (methanol). The product is C(=O)(O)CN(CC(=O)O)C1=CC(=CC(=C1)OCCCCCCCCCC)OCCCCCCCCCC (N-(carboxymethyl)-N-[3,5-bis(decyloxy)phenyl]glycine). Isolated yield 31.3%. RXN SMILES: C[O:2][C:3](=[O:39])[CH2:4][N:5]([CH2:34][C:35]([O:37]C)=[O:36])[C:6]1[CH:11]=[C:10]([O:12][CH2:13][CH2:14][CH2:15][CH2:16][CH2:17][CH2:18][CH2:19][CH2:20][CH2:21][CH3:22])[CH:9]=[C:8]([O:23][CH2:24][CH2:25][CH2:26][CH2:27][CH2:28][CH2:29][CH2:30][CH2:31][CH2:32][CH3:33])[CH:7]=1.[OH-].[Na+]>CO>[C:3]([CH2:4][N:5]([C:6]1[CH:11]=[C:10]([O:12][CH2:13][CH2:14][CH2:15][CH2:16][CH2:17][CH2:18][CH2:19][CH2:20][CH2:21][CH3:22])[CH:9]=[C:8]([O:23][CH2:24][CH2:25][CH2:26][CH2:27][CH2:28][CH2:29][CH2:30][CH2:31][CH2:32][CH3:33])[CH:7]=1)[CH2:34][C:35]([OH:37])=[O:36])([OH:39])=[O:2] |f:1.2|. Procedure: A solution of 0.205 g (0.373 mmol) of N-(2-methoxy-2-oxoethyl)-N-[3,5-bis(decyloxy)phenyl]glycine methyl ester and 1.5 ml (1.5 mmol) of 1.0N NaOH in 10 ml of methanol was stirred at reflux for 30 minutes. The solvent was removed under reduced pressure and the residue was acidified with 0.18 ml of acetic acid, the product was extracted with ethyl acetate and the dried extract was concentrated at reduced pressure to a solid. Recrystallization from methanol-water gave 61 mg (mp 110°-114°) of N-(car...